Dataset: the Open Reaction Database (ORD), a public repository of structured organic reaction records. Task: describe an organic reaction: reactants, conditions, products, and yield The reactants are O=[N+]([O-])c1ccccc1Br, CCCO, CN(C)CCN. Yields the product CN(C)CCNc1ccccc1[N+](=O)[O-]. As a reaction SMILES: [Br:1][c:2]1[c:3]([N+:8](=[O:9])[O-:10])[cH:4][cH:5][cH:6][cH:7]1.[CH2:17]([OH:18])[CH2:19][CH3:20].[CH3:11][N:12]([CH2:13][CH2:14][NH2:15])[CH3:16]>>[c:2]1([NH:15][CH2:14][CH2:13][N:12]([CH3:11])[CH3:16])[c:3]([N+:8](=[O:9])[O-:10])[cH:4][cH:5][cH:6][cH:7]1.